Dataset: the Open Reaction Database (ORD), a public repository of structured organic reaction records. Task: describe an organic reaction: reactants, conditions, products, and yield Reactants: ClC1=NC=C(C(=N1)OC=1C=CC=C2CN(C(C12)=O)C)Cl (7-(2,5-dichloro-pyrimidin-4-yloxy)-2-methyl-2,3-dihydro-isoindol-1-one), C(=O)([O-])[O-].[Cs+].[Cs+] (Cs2CO3), NC1=CC(=C(C(=O)OCC2=CC=CC=C2)C=C1OC)Cl (benzyl 4-amino-2-chloro-5-methoxy-benzoate), CC(C)C1=CC(=C(C(=C1)C(C)C)C2=C(C=CC=C2)P(C3CCCCC3)C4CCCCC4)C(C)C (X-Phos). The reagents and catalysts are C=1C=CC(=CC1)/C=C/C(=O)/C=C/C2=CC=CC=C2.C=1C=CC(=CC1)/C=C/C(=O)/C=C/C2=CC=CC=C2.C=1C=CC(=CC1)/C=C/C(=O)/C=C/C2=CC=CC=C2.[Pd].[Pd] (Pd2dba3). Solvent: C(C)#N (ACN), CN1CCCC1=O (NMP), C1(=CC=CC=C1)C (toluene). Conditions: temperature 150 celsius, time 5 minute. Yields the product ClC1=C(C(=O)OCC2=CC=CC=C2)C=C(C(=C1)NC1=NC=C(C(=N1)OC1=C2C(N(CC2=CC=C1)C)=O)Cl)OC (benzyl 2-chloro-4-[5-chloro-4-(2-methyl-3-oxo-2,3-dihydro-1H-isoindol-4-yloxy)-pyrimidin-2-ylamino]-5-methoxy-benzoate). RXN SMILES: Cl[C:2]1[N:7]=[C:6]([O:8][C:9]2[CH:10]=[CH:11][CH:12]=[C:13]3[C:17]=2[C:16](=[O:18])[N:15]([CH3:19])[CH2:14]3)[C:5]([Cl:20])=[CH:4][N:3]=1.[NH2:21][C:22]1[C:37]([O:38][CH3:39])=[CH:36][C:25]([C:26]([O:28][CH2:29][C:30]2[CH:35]=[CH:34][CH:33]=[CH:32][CH:31]=2)=[O:27])=[C:24]([Cl:40])[CH:23]=1.CC(C1C=C(C(C)C)C(C2C=CC=CC=2P(C2CCCCC2)C2CCCCC2)=C(C(C)C)C=1)C.C([O-])([O-])=O.[Cs+].[Cs+]>C(#N)C.C1C=CC(/C=C/C(/C=C/C2C=CC=CC=2)=O)=CC=1.C1C=CC(/C=C/C(/C=C/C2C=CC=CC=2)=O)=CC=1.C1C=CC(/C=C/C(/C=C/C2C=CC=CC=2)=O)=CC=1.[Pd].[Pd].CN1C(=O)CCC1.C1(C)C=CC=CC=1>[Cl:40][C:24]1[CH:23]=[C:22]([NH:21][C:2]2[N:7]=[C:6]([O:8][C:9]3[CH:10]=[CH:11][CH:12]=[C:13]4[C:17]=3[C:16](=[O:18])[N:15]([CH3:19])[CH2:14]4)[C:5]([Cl:20])=[CH:4][N:3]=2)[C:37]([O:38][CH3:39])=[CH:36][C:25]=1[C:26]([O:28][CH2:29][C:30]1[CH:31]=[CH:32][CH:33]=[CH:34][CH:35]=1)=[O:27] |f:3.4.5,7.8.9.10.11|. Reported procedure: 7-(2,5-dichloro-pyrimidin-4-yloxy)-2-methyl-2,3-dihydro-isoindol-1-one (0.10 g), benzyl 4-amino-2-chloro-5-methoxy-benzoate (0.28 g), Pd2dba3 (18 mg), X-Phos (37 mg) and Cs2CO3 are weighed into a microwave vial and argon flushing is carried out. Then toluene (1 mL) and NMP (50 μL) are added, argon flushing is carried out again and the mixture is stirred for 5 min at 150° C. in the microwave. For working up the mixture is diluted with ACN (20 mL) and combined with Isolute (Separtis GmbH). The sol... Reactants: CC(C)(C)OC(=O)n1nc(Cn2ccc(C(F)(F)F)c(Oc3cc(Cl)cc(C#N)c3)c2=O)c2cccnc21, O=C(O)C(F)(F)F. Yields the product N#Cc1cc(Cl)cc(Oc2c(C(F)(F)F)ccn(Cc3n[nH]c4ncccc34)c2=O)c1. Reaction SMILES: [Cl:1][c:2]1[cH:3][c:4]([O:5][c:6]2[c:7](=[O:33])[n:8]([CH2:16][c:17]3[n:18][n:19]([C:26]([O:27][C:28]([CH3:29])([CH3:30])[CH3:31])=[O:32])[c:20]4[n:21][cH:22][cH:23][cH:24][c:25]34)[cH:9][cH:10][c:11]2[C:12]([F:13])([F:14])[F:15])[cH:34][c:35]([C:37]#[N:38])[cH:36]1.[F:39][C:40]([F:41])([F:42])[C:43]([OH:44])=[O:45]>>[Cl:1][c:2]1[cH:3][c:4]([O:5][c:6]2[c:7](=[O:33])[n:8]([CH2:16][c:17]3[n:18][nH:19][c:20]4[n:21][cH:22][cH:23][cH:24][c:25]34)[cH:9][cH:10][c:11]2[C:12]([F:13])([F:14])[F:15])[cH:34][c:35]([C:37]#[N:38])[cH:36]1. The reactants are CN(C1=C(C=NC=C1)C(C(=O)OCC)C)C (ethyl 2-(4-dimethylamino-3-pyridyl)propanoate), [H-].[Al+3].[Li+].[H-].[H-].[H-] (lithium aluminium hydride), O1CCCC1 (tetrahydrofuran). Reaction conditions: time 4 hour. Yields the product CN(C1=C(C=NC=C1)CCCO)C (4-dimethylamino-3-(3-hydroxypropyl)pyridine). RXN SMILES: [CH3:1][N:2]([CH3:16])[C:3]1[CH:8]=[CH:7][N:6]=[CH:5][C:4]=1[CH:9]([CH3:15])C(OCC)=O.[H-].[Al+3].[Li+].[H-].[H-].[H-].[O:23]1CCC[CH2:24]1>>[CH3:16][N:2]([CH3:1])[C:3]1[CH:8]=[CH:7][N:6]=[CH:5][C:4]=1[CH2:9][CH2:15][CH2:24][OH:23] |f:1.2.3.4.5.6|. Procedure details: To a stirred solution of the product of step (iv) (2.6 g) in tetrahydrofuran (100 ml) was added lithium aluminium hydride (1.2 g) and the resulting suspension stirred for 4 hours at ambient temperature. Excess reducing agent was destroyed by the sequential addition of ethyl acetate, water, and conc. HCl. The mixture was then basified and extracted sequentially with ethyl acetate and dichloromethane. The organic extracts were combined, dried (PS paper and MgSO4) and evaporated to yield 4-dimethyl... The solvent is C1CCOC1 (THF). Product: C(C)(C)(C)OC(NC1(CCC1)C(C)=O)=O ((1-acetyl-cyclobutyl)-carbamic acid tert-butyl ester). Yield: 63.0%. Conditions: temperature 25 celsius, time 24 hour. Reactants: C(C)(C)(C)OC(NC1(CCC1)C(N(C)OC)=O)=O ([1-(methoxy-methyl-carbamoyl)-cyclobutyl]-carbamic acid tert-butyl ester), CCOCC (ether), C[Mg]Br (methylmagnesium bromide), solution. Procedure details: To a solution of [1-(methoxy-methyl-carbamoyl)-cyclobutyl]-carbamic acid tert-butyl ester (11.5 g, 44.6 mmol) in THF (150 mL) at 0° C. was slowly added methylmagnesium bromide as a 3.0M solution in ether (37.2 mL, 111 mmol). The reaction was allowed to slowly warm to 25° C. and stirred for 24 h then quenched by the addition of saturated aqueous NH4Cl (100 mL). EtOAc (200 mL) was added and the layers were separated. The aqueous phase was extracted two more times with EtOAc. The organic layers wer... Reaction SMILES: [C:1]([O:5][C:6](=[O:18])[NH:7][C:8]1([C:12](=[O:17])N(OC)C)[CH2:11][CH2:10][CH2:9]1)([CH3:4])([CH3:3])[CH3:2].[CH3:19][Mg]Br.CCOCC>C1COCC1>[C:1]([O:5][C:6](=[O:18])[NH:7][C:8]1([C:12](=[O:17])[CH3:19])[CH2:9][CH2:10][CH2:11]1)([CH3:2])([CH3:3])[CH3:4]. Product: COC(=O)C1=CC2=C(N(C(C(O2)C)=O)C(C)C)C=C1 (7-methoxycarbonyl-2-methyl-4-(2-propyl)-3-oxo-3,4-dihydro-2H-1,4-benzoxazine). Reported procedure: To a solution of 7-methoxycarbonyl-2-methyl-3-oxo-3,4-dihydro-2H-1,4-benzoxazine (prepared in Preparation 1) (6.1 g) in dimethylformamide (120 ml) were added 60% sodium hydride (in oil) (1.1 g) and 2-iodopropane (4.3 g) and the mixture was stirred at 60° C. for 5 hours. Water was added to the reaction solution and extraction with ethyl acetate was conducted. The solvent was distilled off under reduced pressure and the resulting residue was subjected to purification by column chromatography using... Reactants: O (Water), COC(=O)C1=CC2=C(NC(C(O2)C)=O)C=C1 (7-methoxycarbonyl-2-methyl-3-oxo-3,4-dihydro-2H-1,4-benzoxazine), [H-].[Na+] (sodium hydride), IC(C)C (2-iodopropane). Reaction conditions: temperature 60 celsius, time 5 hour. RXN SMILES: [CH3:1][O:2][C:3]([C:5]1[CH:16]=[CH:15][C:8]2[NH:9][C:10](=[O:14])[CH:11]([CH3:13])[O:12][C:7]=2[CH:6]=1)=[O:4].[H-].[Na+].I[CH:20]([CH3:22])[CH3:21].O>CN(C)C=O.C(OCC)(=O)C>[CH3:1][O:2][C:3]([C:5]1[CH:16]=[CH:15][C:8]2[N:9]([CH:20]([CH3:22])[CH3:21])[C:10](=[O:14])[CH:11]([CH3:13])[O:12][C:7]=2[CH:6]=1)=[O:4] |f:1.2|. Run in C(C)(=O)OCC (ethyl acetate), CN(C=O)C (dimethylformamide). Yield: 46.5%.